This data is from the Open Reaction Database (ORD), a public repository of structured organic reaction records. The task is: describe an organic reaction: reactants, conditions, products, and yield Reactants: C(CCC)C(O)C1CC=C(CC1C)C (alpha-n-butyl-4,6-dimethyl-3-cyclohexene methanol), S(O)(O)(=O)=O (sulfuric acid), C(C)(C)O (isopropyl alcohol). Run in O (H2O), C1(=CC=CC=C1)C (toluene), O (water). Yields the product C(CCC)C1OC2(CC(C1CC2)C)C (3-n-butyl-1,5-dimethyl-2-oxabicyclo[2.2.2]octane). Isolated yield 70.2%. RXN SMILES: [CH2:1]([CH:5]([CH:7]1[CH:12]([CH3:13])[CH2:11][C:10]([CH3:14])=[CH:9][CH2:8]1)[OH:6])[CH2:2][CH2:3][CH3:4].S(=O)(=O)(O)O.C(O)(C)C>O.C1(C)C=CC=CC=1>[CH2:1]([CH:5]1[CH:7]2[CH2:8][CH2:9][C:10]([CH3:14])([CH2:11][CH:12]2[CH3:13])[O:6]1)[CH2:2][CH2:3][CH3:4]. Reported procedure: A solution of 500 grams of alpha-n-butyl-4,6-dimethyl-3-cyclohexene methanol, 600 grams of sulfuric acid, 1400 grams of water and 500 grams of isopropyl alcohol is heated at reflux for 14 hours. The reaction mass is cooled, diluted with 1500 ml of H2O and 200 ml of toluene. The aqueous layer is discarded and the organic layer is washed twice with water, neutralizing with aqueous sodium hydroxide on the second wash. Distillation through a 1.5"×12" Goodloe column affords 351 grams of 3-n-butyl-1,5... Reactants: C(#N)[BH3-].[Na+] (sodium cyanoborohydride), C(C)(=O)O (acetic acid), CN1C(=NC=C1)C=O (1-methyl-2-imidazole carboxaldehyde), N1C(=NC=C1)CNCC=1C=CC2=C(N(C(=N2)CCCCN(CCC)CCC)CCC)C1 ([4-(6-{[(1H-imidazol-2-ylmethyl)amino]methyl}-1-propyl-1H-benzimidazol-2-yl)butyl]dipropylamine). Run in CO (methanol). Reaction conditions: temperature 0 celsius, time 2 day. Yields the product N1C(=NC=C1)CN(CC=1NC=CN1)CC=1C=CC2=C(N(C(=N2)CCCCN(CCC)CCC)CCC)C1 ([4-(6-{[bis(1H-imidazol-2-ylmethyl)-amino]-methyl}-1-propyl-1H-benzimidazol-2-yl)-butyl]-dipropylamine). RXN SMILES: [NH:1]1[CH:5]=[CH:4][N:3]=[C:2]1[CH2:6][NH:7][CH2:8][C:9]1[CH:10]=[CH:11][C:12]2[N:16]=[C:15]([CH2:17][CH2:18][CH2:19][CH2:20][N:21]([CH2:25][CH2:26][CH3:27])[CH2:22][CH2:23][CH3:24])[N:14]([CH2:28][CH2:29][CH3:30])[C:13]=2[CH:31]=1.C(O)(=O)C.C[N:37]1[CH:41]=[CH:40][N:39]=[C:38]1[CH:42]=O.C([BH3-])#N.[Na+]>CO>[NH:3]1[CH:4]=[CH:5][N:1]=[C:2]1[CH2:6][N:7]([CH2:8][C:9]1[CH:10]=[CH:11][C:12]2[N:16]=[C:15]([CH2:17][CH2:18][CH2:19][CH2:20][N:21]([CH2:22][CH2:23][CH3:24])[CH2:25][CH2:26][CH3:27])[N:14]([CH2:28][CH2:29][CH3:30])[C:13]=2[CH:31]=1)[CH2:42][C:38]1[NH:37][CH:41]=[CH:40][N:39]=1 |f:3.4|. Procedure: The compound (64.0 mg) obtained in Example 126-1 was dissolved in methanol (1.3 ml) and added with acetic acid (0.065 ml) and 1-methyl-2-imidazole carboxaldehyde (16.6 mg), followed by cooling to 0° C. Then, the solution was added with sodium cyanoborohydride (14.2 mg) and stirred at room temperature for 2 days. After completion of the reaction, the solvent was distilled off under reduced pressure and the residue was then dissolved in chloroform. After washing with a 1 mol/l sodium hydroxide aqu... Starting materials: COC(CN(CC1=CC=CC2=CC=CC=C12)C[C@H]([C@H](CC)C)NC(=O)OC(C)(C)C)=O (N-[2(S)-(t-Butoxycarbonylamino)-3(S)-methylpentyl]N(1-naphthylmethyl) glycine methyl ester), Cl (hydrogen chloride). The solvent is CCOC(=O)C (EtOAc). Conditions: time 1 hour. Yields the product Cl.COC(CN(CC1=CC=CC2=CC=CC=C12)C[C@H]([C@H](CC)C)N)=O (N-[2(S)-(amino)-3(S)-methylpentyl]-N-(1-naphthylmethyl)glycine methyl ester hydrochloride). Reaction SMILES: [CH3:1][O:2][C:3](=[O:31])[CH2:4][N:5]([CH2:17][C@@H:18]([NH:23]C(OC(C)(C)C)=O)[C@@H:19]([CH3:22])[CH2:20][CH3:21])[CH2:6][C:7]1[C:16]2[C:11](=[CH:12][CH:13]=[CH:14][CH:15]=2)[CH:10]=[CH:9][CH:8]=1.[ClH:32]>CCOC(C)=O>[ClH:32].[CH3:1][O:2][C:3](=[O:31])[CH2:4][N:5]([CH2:17][C@@H:18]([NH2:23])[C@@H:19]([CH3:22])[CH2:20][CH3:21])[CH2:6][C:7]1[C:16]2[C:11](=[CH:12][CH:13]=[CH:14][CH:15]=2)[CH:10]=[CH:9][CH:8]=1 |f:3.4|. Procedure details: A solution of N-[2(S)-(t-Butoxycarbonylamino)-3(S)-methylpentyl]N(1-naphthylmethyl) glycine methyl ester from example 1 step E (5.90 g, 13.8 mmol) in EtOAc (100 ml) was saturated with gaseous hydrogen chloride. The resulting solution was allowed to stand at room temperature for 1 hr. The solvent was evaporated in vacuo to afford the title compound as a white solid. As a reaction SMILES: [F:1][C:2]1[CH:26]=[CH:25][C:5]([O:6][C:7]2[CH:12]=[CH:11][CH:10]=[CH:9][C:8]=2[C:13]2[CH:17]([C:18]3[CH:23]=[CH:22][C:21]([F:24])=[CH:20][CH:19]=3)[CH2:16][NH:15][N:14]=2)=[CH:4][CH:3]=1.[F:27][C:28]1[CH:33]=[CH:32][C:31]([N:34]=[C:35]=[O:36])=[CH:30][CH:29]=1>ClCCl>[F:1][C:2]1[CH:3]=[CH:4][C:5]([O:6][C:7]2[CH:12]=[CH:11][CH:10]=[CH:9][C:8]=2[C:13]2[CH:17]([C:18]3[CH:23]=[CH:22][C:21]([F:24])=[CH:20][CH:19]=3)[CH2:16][N:15]([C:35]([NH:34][C:31]3[CH:32]=[CH:33][C:28]([F:27])=[CH:29][CH:30]=3)=[O:36])[N:14]=2)=[CH:25][CH:26]=1. Yields the product FC1=CC=C(OC2=C(C=CC=C2)C2=NN(CC2C2=CC=C(C=C2)F)C(=O)NC2=CC=C(C=C2)F)C=C1 (3-[(4-Fluorophenoxy)phenyl]-N,4-bis-(4-fluorophenyl)-4,5-dihydropyrazole-1-carboxamide). The reactants are FC1=CC=C(OC2=C(C=CC=C2)C2=NNCC2C2=CC=C(C=C2)F)C=C1 (3-[(4-Fluorophenoxy)phenyl]-4-(4-fluorophenyl)-4,5-dihydropyrazole), FC1=CC=C(C=C1)N=C=O (4-fluorophenyl isocyanate). The solvent is ClCCl (dichloromethane). Procedure details: 3-[(4-Fluorophenoxy)phenyl]-4-(4-fluorophenyl)-4,5-dihydropyrazole (3 g; 8.6 mmol) was dissolved in dichloromethane (25 ml) and treated with 4-fluorophenyl isocyanate (1.04 g; 7.6 mmol), with stirring at room temperature. After an hour, the reaction mixture was filtered through silica gel, the filtrate was concentrated and treated with diisopropyl ether (50 ml). The precipitated crystals were separated and dried in vacuo (100 Torr). Reactants: Cc1cc(N)n(C)n1, CN(C)C=O, Cc1ccc(Oc2ccc3nc(NC(=O)C4CC4)cn3n2)cc1N, O. Product: Cc1cc(NC(=O)Nc2cc(Oc3ccc4nc(NC(=O)C5CC5)cn4n3)ccc2C)n(C)n1. Reaction SMILES: [CH3:1][n:2]1[n:3][c:4]([CH3:8])[cH:5][c:6]1[NH2:7].[CH3:34][N:35]([CH:36]=[O:37])[CH3:38].[NH2:9][c:10]1[cH:11][c:12]([O:13][c:14]2[cH:15][cH:16][c:17]3[n:18]([n:19]2)[cH:20][c:21]([NH:23][C:24](=[O:25])[CH:26]2[CH2:27][CH2:28]2)[n:22]3)[cH:29][cH:30][c:31]1[CH3:32].[OH2:33]>>[CH3:1][n:2]1[n:3][c:4]([CH3:8])[cH:5][c:6]1[NH:7][C:36]([NH:9][c:10]1[cH:11][c:12]([O:13][c:14]2[cH:15][cH:16][c:17]3[n:18]([n:19]2)[cH:20][c:21]([NH:23][C:24](=[O:25])[CH:26]2[CH2:27][CH2:28]2)[n:22]3)[cH:29][cH:30][c:31]1[CH3:32])=[O:37]. The reactants are CCOC(=O)C (EtOAc), C(C)(=O)Cl (Acetyl chloride), C(C)(=O)O[C@@H]1[C@H]([C@H](O[Si](C)(C)C(C)(C)C)O[C@@H]([C@H]1O)CO)N=[N+]=[N-] (tert-butyldimethylsilyl 3-O-acetyl-2-azido-2-deoxy-β-D-glucopyranoside), O (water). The solvent is N1=C(C=C(C=C1C)C)C (2,4,6-collidine). Conditions: temperature -40 celsius, time 8 hour. Product: C(C)(=O)O[C@@H]1[C@H]([C@H](O[Si](C)(C)C(C)(C)C)O[C@@H]([C@H]1O)COC(C)=O)N=[N+]=[N-] (tert-Butyldimethylsilyl 3,6-di-O-acetyl-2-azido-2-deoxy-β-D-glucopyranoside). The yield is 94.0%. RXN SMILES: [C:1](Cl)(=[O:3])[CH3:2].[C:5]([O:8][C@H:9]1[C@H:22]([OH:23])[C@@H:21]([CH2:24][OH:25])[O:20][C@@H:11]([O:12][Si:13]([C:16]([CH3:19])([CH3:18])[CH3:17])([CH3:15])[CH3:14])[C@@H:10]1[N:26]=[N+:27]=[N-:28])(=[O:7])[CH3:6].O.CCOC(C)=O>N1C(C)=CC(C)=CC=1C>[C:5]([O:8][C@H:9]1[C@H:22]([OH:23])[C@@H:21]([CH2:24][O:25][C:1](=[O:3])[CH3:2])[O:20][C@@H:11]([O:12][Si:13]([C:16]([CH3:19])([CH3:18])[CH3:17])([CH3:14])[CH3:15])[C@@H:10]1[N:26]=[N+:27]=[N-:28])(=[O:7])[CH3:6]. Procedure details: Acetyl chloride (1.5 mL, 21.1 mmol) was added slowly to a solution of tert-butyldimethylsilyl 3-O-acetyl-2-azido-2-deoxy-β-D-glucopyranoside (7.25 g, 20 mmol) in 2,4,6-collidine (47 mL) under nitrogen at −40° C. After stirring at −40° C. overnight, water was added. The mixture was poured into EtOAc and extracted with 1 N HCl, brine and saturated NaHCO3. The organic phase was dried over Na2SO4, filtered and the solvents were removed in vacuo. Flash chromatography on silica gel (Hexanes:EtOAc 5:1→... Starting materials: ClCCl, CCN=C=NCCCN(C)C, CC(C)Oc1ccc(CC(NC(=O)C2CCCCN2S(=O)(=O)c2cccc(C(F)(F)F)c2)C(=O)O)cc1, NC1CCOCC1, O, On1nnc2ccccc21. The product is CC(C)Oc1ccc(CC(NC(=O)C2CCCCN2S(=O)(=O)c2cccc(C(F)(F)F)c2)C(=O)NC2CCOCC2)cc1. As a reaction SMILES: [CH2:66]([Cl:67])[Cl:68].[CH3:55][CH2:56][N:57]=[C:58]=[N:59][CH2:60][CH2:61][CH2:62][N:63]([CH3:64])[CH3:65].[CH:1]([CH3:2])([CH3:3])[O:4][c:5]1[cH:6][cH:7][c:8]([CH2:11][CH:12]([C:13](=[O:14])[OH:15])[NH:16][C:17](=[O:18])[CH:19]2[N:20]([S:25](=[O:26])(=[O:27])[c:28]3[cH:29][c:30]([C:34]([F:35])([F:36])[F:37])[cH:31][cH:32][cH:33]3)[CH2:21][CH2:22][CH2:23][CH2:24]2)[cH:9][cH:10]1.[NH2:48][CH:49]1[CH2:50][CH2:51][O:52][CH2:53][CH2:54]1.[OH2:69].[OH:38][n:39]1[c:40]2[c:41]([cH:42][cH:43][cH:44][cH:45]2)[n:46][n:47]1>>[CH:1]([CH3:2])([CH3:3])[O:4][c:5]1[cH:6][cH:7][c:8]([CH2:11][CH:12]([C:13](=[O:15])[NH:48][CH:49]2[CH2:50][CH2:51][O:52][CH2:53][CH2:54]2)[NH:16][C:17](=[O:18])[CH:19]2[N:20]([S:25](=[O:26])(=[O:27])[c:28]3[cH:29][c:30]([C:34]([F:35])([F:36])[F:37])[cH:31][cH:32][cH:33]3)[CH2:21][CH2:22][CH2:23][CH2:24]2)[cH:9][cH:10]1. The reactants are NC1=C(C=CC=C1C(F)(F)F)C(=O)C1=CC(=CC=C1)O ([2-amino-3-(trifluoromethyl)phenyl]-(3-hydroxy-phenyl)methanone), ClC=1C=C(C=CC1)CC=O ((3-chloro-phenyl)-acetaldehyde). The product is ClC=1C=C(C=CC1)C=1C=NC2=C(C=CC=C2C1C=1C=C(C=CC1)O)C(F)(F)F (3-[3-(3-CHLOROPHENYL)-8-(TRIFLUOROMETHYL)QUINOLIN-4-YL]PHENOL). Reaction SMILES: [NH2:1][C:2]1[C:7]([C:8]([F:11])([F:10])[F:9])=[CH:6][CH:5]=[CH:4][C:3]=1[C:12]([C:14]1[CH:19]=[CH:18][CH:17]=[C:16]([OH:20])[CH:15]=1)=O.[Cl:21][C:22]1[CH:23]=[C:24]([CH2:28][CH:29]=O)[CH:25]=[CH:26][CH:27]=1>>[Cl:21][C:22]1[CH:23]=[C:24]([C:28]2[CH:29]=[N:1][C:2]3[C:3]([C:12]=2[C:14]2[CH:15]=[C:16]([OH:20])[CH:17]=[CH:18][CH:19]=2)=[CH:4][CH:5]=[CH:6][C:7]=3[C:8]([F:11])([F:10])[F:9])[CH:25]=[CH:26][CH:27]=1. Procedure details: The title compound was prepared from [2-amino-3-(trifluoromethyl)phenyl]-(3-hydroxy-phenyl)methanone and (3-chloro-phenyl)-acetaldehyde following the procedure of Example 457: MS (ES) m/z 397.9; HRMS: calcd for C22H13ClF3NO+H+, 400.07105; found (ESI, [M+H]+), 400.0697. Starting materials: C(C(=C)C)(=O)O (methacrylic acid), ClCOC1CC2=CC=CC=C2C1 (chloromethyl(2-indanyl)ether), C1(=CC=CC=C1)C (toluene). Run in C(C)N(CC)CC (triethylamine). Run at time 16 hour. Product: objective product, C(C(=C)C)(=O)OCOC1CC2=CC=CC=C2C1 ((indane-2-yloxy)methyl methacrylate). Yield: 90.0%. Reaction SMILES: [C:1]([OH:6])(=[O:5])[C:2]([CH3:4])=[CH2:3].Cl[CH2:8][O:9][CH:10]1[CH2:18][C:17]2[C:12](=[CH:13][CH:14]=[CH:15][CH:16]=2)[CH2:11]1.C1(C)C=CC=CC=1>C(N(CC)CC)C>[C:1]([O:6][CH2:8][O:9][CH:10]1[CH2:18][C:17]2[C:12](=[CH:13][CH:14]=[CH:15][CH:16]=2)[CH2:11]1)(=[O:5])[C:2]([CH3:4])=[CH2:3]. Reported procedure: Into a mixture of 103 g of methacrylic acid, 183 g of chloromethyl(2-indanyl)ether, and 1500 g of toluene was added 111 g of triethylamine under ice-cooling with agitation, and then the reaction mixture was agitated at room temperature for 16 hours. After a usual aqueous work-up, the solvent was removed by distillation to obtain a crude product. It was purified by a column chromatography to obtain 209 g of an objective product, (indane-2-yloxy)methyl methacrylate (yield 90%). Starting materials: O=C([O-])[O-], c1ccc2c(c1)Cc1ccccc1N1CCNCC21, CCO, OCCCCl, [I-], [K+], [K+], [Na+]. Product: OCCCN1CCN2c3ccccc3Cc3ccccc3C2C1. Reaction SMILES: [C:25](=[O:26])([O-:27])[O-:28].[CH2:1]1[NH:2][CH2:3][CH2:4][N:5]2[CH:6]1[c:7]1[c:8]([cH:16][cH:17][cH:18][cH:19]1)[CH2:9][c:10]1[c:11]2[cH:12][cH:13][cH:14][cH:15]1.[CH3:33][CH2:34][OH:35].[Cl:20][CH2:21][CH2:22][CH2:23][OH:24].[I-:32].[K+:29].[K+:30].[Na+:31]>>[CH2:1]1[N:2]([CH2:21][CH2:22][CH2:23][OH:24])[CH2:3][CH2:4][N:5]2[CH:6]1[c:7]1[c:8]([cH:16][cH:17][cH:18][cH:19]1)[CH2:9][c:10]1[c:11]2[cH:12][cH:13][cH:14][cH:15]1.